This data is from the Open Reaction Database (ORD), a public repository of structured organic reaction records. The task is: describe an organic reaction: reactants, conditions, products, and yield Reactants: C1CCOC1, [Li]CCCC, CN1CCC(=O)CC1, C[Si](C)(C)Cl, Cl, Nc1cc(F)cc(F)c1. Yields the product CN1CCC(O)(c2c(F)cc(N)cc2F)CC1. Reaction SMILES: [CH2:29]1[O:30][CH2:31][CH2:32][CH2:33]1.[CH3:10][CH2:11][CH2:12][CH2:13][Li:14].[CH3:20][N:21]1[CH2:22][CH2:23][C:24](=[O:27])[CH2:25][CH2:26]1.[Cl:15][Si:16]([CH3:17])([CH3:18])[CH3:19].[ClH:28].[F:1][c:2]1[cH:3][c:4]([NH2:5])[cH:6][c:7]([F:9])[cH:8]1>>[F:1][c:2]1[cH:3][c:4]([NH2:5])[cH:6][c:7]([F:9])[c:8]1[C:24]1([OH:27])[CH2:23][CH2:22][N:21]([CH3:20])[CH2:26][CH2:25]1. Starting materials: OCC1=CC(=C(C=C1)NC(C)=O)I (N-(4-hydroxymethyl-2-iodo-phenyl)-acetamide), O (Water). Solvent: CS(=O)C (dimethylsulfoxide). Reaction conditions: time 1 hour. The product is C(=O)C1=CC(=C(C=C1)NC(C)=O)I (N-(4-formyl-2-iodo-phenyl)-acetamide). Reaction SMILES: [OH:1][CH2:2][C:3]1[CH:8]=[CH:7][C:6]([NH:9][C:10](=[O:12])[CH3:11])=[C:5]([I:13])[CH:4]=1.O>CS(C)=O>[CH:2]([C:3]1[CH:8]=[CH:7][C:6]([NH:9][C:10](=[O:12])[CH3:11])=[C:5]([I:13])[CH:4]=1)=[O:1]. Procedure details: To a solution of IBX (0.93 g, 3.3 mmol) in dimethylsulfoxide (3.5 mL) was added N-(4-hydroxymethyl-2-iodo-phenyl)-acetamide (0.87 g, 3.0 mmol) and the reaction mixture was stirred at room temperature for 1 hour. Water (50 mL) was added and the solid was separated by filtration, and washed with ethyl acetate (20 mL). The filtrate was collected and extracted with ethyl acetate (200 mL). The organic phase was washed with brine (100 mL) and dried over anhydrous Na2SO4. Removal of solvent gave N-(4-f... The reactants are CC(C)(C)OC(=O)c1ccc(Br)cc1, COC(=O)c1cc(C)c(NC(C)=O)cc1C, CC(C)(C)[O-], CCOCC, Cc1ccccc1, [Na+], C1COCCOCCOCCOCCOCCO1, Nc1ccc2c(cnn2C2CCCCO2)c1. The product is CC(C)(C)OC(=O)c1ccc(Nc2ccc3c(cnn3C3CCCCO3)c2)cc1. As a reaction SMILES: [Br:1][c:2]1[cH:3][cH:4][c:5]([C:6](=[O:7])[O:8][C:9]([CH3:10])([CH3:11])[CH3:12])[cH:13][cH:14]1.[C:49]([NH:50][c:51]1[c:52]([CH3:53])[cH:54][c:55]([C:56]([O:57][CH3:58])=[O:59])[c:60]([CH3:61])[cH:62]1)(=[O:63])[CH3:64].[CH3:65][C:66]([CH3:67])([O-:68])[CH3:69].[CH3:71][CH2:72][O:73][CH2:74][CH3:75].[CH3:76][c:77]1[cH:78][cH:79][cH:80][cH:81][cH:82]1.[Na+:70].[O:15]1[CH2:16][CH2:17][O:18][CH2:19][CH2:20][O:21][CH2:22][CH2:23][O:24][CH2:25][CH2:26][O:27][CH2:28][CH2:29][O:30][CH2:31][CH2:32]1.[O:33]1[CH:34]([n:39]2[n:40][cH:41][c:42]3[cH:43][c:44]([NH2:48])[cH:45][cH:46][c:47]23)[CH2:35][CH2:36][CH2:37][CH2:38]1>>[c:2]1([NH:48][c:44]2[cH:43][c:42]3[cH:41][n:40][n:39]([CH:34]4[O:33][CH2:38][CH2:37][CH2:36][CH2:35]4)[c:47]3[cH:46][cH:45]2)[cH:3][cH:4][c:5]([C:6](=[O:7])[O:8][C:9]([CH3:10])([CH3:11])[CH3:12])[cH:13][cH:14]1. Starting materials: [N+](=O)([O-])C=1C=CC=2C[C@H]3[C@H](NC(O3)=O)C2C1 ((3aR,8aS)-5-Nitro-3,3a,8,8a-tetrahydroindeno[1,2-d]oxazol-2-one). The reagents and catalysts are [Pd] (Pd/C). The solvent is CCO (EtOH). Conditions: time 2 hour. The product is NC=1C=CC=2C[C@H]3[C@H](NC(O3)=O)C2C1 ((3aR,8aS)-5-amino-3,3a,8,8a-tetrahydroindeno[1,2-d]oxazol-2-one). The yield is 69.5%. Reaction SMILES: [N+:1]([C:4]1[CH:5]=[CH:6][C:7]2[CH2:8][C@@H:9]3[O:13][C:12](=[O:14])[NH:11][C@@H:10]3[C:15]=2[CH:16]=1)([O-])=O>CCO.[Pd]>[NH2:1][C:4]1[CH:5]=[CH:6][C:7]2[CH2:8][C@@H:9]3[O:13][C:12](=[O:14])[NH:11][C@@H:10]3[C:15]=2[CH:16]=1. Procedure details: (3aR,8aS)-5-Nitro-3,3a,8,8a-tetrahydroindeno[1,2-d]oxazol-2-one (1.3 g, 5.45 mmol) was dissolved in EtOH (50 mL), transferred to par hydrogenation flask. Pd/C (450 mg) transferred to above flask and subjected to hydrogenation at 30 PSI for 2 h. Reaction mixture filtered through Celite and washed the filter cake with EtOH. Filtrate was concentrated and purified by silica gel column chromatography (50-100% EtOAc:hexanes) to provide (3aR,8aS)-5-amino-3,3a,8,8a-tetrahydroindeno[1,2-d]oxazol-2-one (7... Starting materials: C(CCC)[Sn](C1=NC=CC=C1)(CCCC)CCCC (2-tri-n-butylstannylpyridine), ClC1=NC2=CC=CC(=C2C=C1C(C)N1C(C2=CC=CC=C2C1=O)=O)Cl (2-(1-(2,5-dichloroquinolin-3-yl)ethyl)isoindoline-1,3-dione), CCOC(=O)C (EtOAc). Reagents/catalysts: C=1C=CC(=CC1)[P](C=2C=CC=CC2)(C=3C=CC=CC3)[Pd]([P](C=4C=CC=CC4)(C=5C=CC=CC5)C=6C=CC=CC6)([P](C=7C=CC=CC7)(C=8C=CC=CC8)C=9C=CC=CC9)[P](C=1C=CC=CC1)(C=1C=CC=CC1)C=1C=CC=CC1 (Pd(Ph3P)4). The solvent is C1(=CC=CC=C1)C (toluene). Reaction conditions: temperature 110 celsius, time 30 second. The product is ClC1=C2C=C(C(=NC2=CC=C1)C1=NC=CC=C1)C(C)N1C(C2=CC=CC=C2C1=O)=O (2-(1-(5-Chloro-2-(pyridin-2-yl)quinolin-3-yl)ethyl)isoindoline-1,3-dione). Reaction SMILES: Cl[C:2]1[C:11]([CH:12]([N:14]2[C:22](=[O:23])[C:21]3[C:16](=[CH:17][CH:18]=[CH:19][CH:20]=3)[C:15]2=[O:24])[CH3:13])=[CH:10][C:9]2[C:4](=[CH:5][CH:6]=[CH:7][C:8]=2[Cl:25])[N:3]=1.C([Sn](CCCC)(CCCC)[C:31]1[CH:36]=[CH:35][CH:34]=[CH:33][N:32]=1)CCC.CCOC(C)=O>C1(C)C=CC=CC=1.C1C=CC([P]([Pd]([P](C2C=CC=CC=2)(C2C=CC=CC=2)C2C=CC=CC=2)([P](C2C=CC=CC=2)(C2C=CC=CC=2)C2C=CC=CC=2)[P](C2C=CC=CC=2)(C2C=CC=CC=2)C2C=CC=CC=2)(C2C=CC=CC=2)C2C=CC=CC=2)=CC=1>[Cl:25][C:8]1[CH:7]=[CH:6][CH:5]=[C:4]2[C:9]=1[CH:10]=[C:11]([CH:12]([N:14]1[C:22](=[O:23])[C:21]3[C:16](=[CH:17][CH:18]=[CH:19][CH:20]=3)[C:15]1=[O:24])[CH3:13])[C:2]([C:31]1[CH:36]=[CH:35][CH:34]=[CH:33][N:32]=1)=[N:3]2 |^1:61,63,82,101|. Reported procedure: Transferred 2-(1-(2,5-dichloroquinolin-3-yl)ethyl)isoindoline-1,3-dione (197 mg, 531 μmol) from 100 mL flask to 10 mL flask by dissolving/slurrying in toluene and concentrating. Added Pd(Ph3P)4 (61 mg, 53 μmol) and 2-tri-n-butylstannylpyridine (955 μl, 2653 μmol). Bubbled argon through mixture for 30 sec. Equipped with condenser and nitrogen inlet. Heated at 110° C. for ˜16 h. The reaction mixture was concentrated and chromatographed on 12 g silica gel column with 0-60% EtOAc. The desired fracti...